Task: describe an organic reaction: reactants, conditions, products, and yield. Dataset: the Open Reaction Database (ORD), a public repository of structured organic reaction records Conditions: temperature 80 celsius, time 24 hour. Yields the product ClC=1C=C(C=CC1)C=1N=C(SC1C1=CC(=CC(=C1)F)C#N)C(=O)O (4-(3-Chlorophenyl)-5-(3-cyano-5-fluorophenyl)-1,3-thiazole-2-carboxylic acid). The solvent is COCCOC (DME). Reaction SMILES: C(=O)([O-])[O-].[Na+].[Na+].Br[C:8]1[S:12][C:11]([C:13]([O:15]CC)=[O:14])=[N:10][C:9]=1[C:18]1[CH:23]=[CH:22][CH:21]=[C:20]([Cl:24])[CH:19]=1.[C:25]([C:27]1[CH:28]=[C:29](B(O)O)[CH:30]=[C:31]([F:33])[CH:32]=1)#[N:26].[Cl-].[NH4+]>COCCOC.C1C=CC([P]([Pd]([P](C2C=CC=CC=2)(C2C=CC=CC=2)C2C=CC=CC=2)([P](C2C=CC=CC=2)(C2C=CC=CC=2)C2C=CC=CC=2)[P](C2C=CC=CC=2)(C2C=CC=CC=2)C2C=CC=CC=2)(C2C=CC=CC=2)C2C=CC=CC=2)=CC=1>[Cl:24][C:20]1[CH:19]=[C:18]([C:9]2[N:10]=[C:11]([C:13]([OH:15])=[O:14])[S:12][C:8]=2[C:29]2[CH:30]=[C:31]([F:33])[CH:32]=[C:27]([C:25]#[N:26])[CH:28]=2)[CH:23]=[CH:22][CH:21]=1 |f:0.1.2,5.6,^1:48,50,69,88|. Reported procedure: At room temperature, 7.2 ml of an aqueous 2M sodium carbonate solution and 167 mg (0.144 mmol) of tetrakis(triphenylphosphine)palladium are added to 1.00 g (2.89 mmol) of the compound from Example 5A and 714 mg (4.33 mmol) of the boronic acid from Example 22A in 40 ml of DME, and the mixture is subsequently stirred at 80° C. for 24 h. A saturated aqueous ammonium chloride solution is added, and the reaction mixture is subsequently extracted with dichloromethane. The organic phase is dried over m... The reagents and catalysts are C=1C=CC(=CC1)[P](C=2C=CC=CC2)(C=3C=CC=CC3)[Pd]([P](C=4C=CC=CC4)(C=5C=CC=CC5)C=6C=CC=CC6)([P](C=7C=CC=CC7)(C=8C=CC=CC8)C=9C=CC=CC9)[P](C=1C=CC=CC1)(C=1C=CC=CC1)C=1C=CC=CC1 (tetrakis(triphenylphosphine)palladium). The reactants are C([O-])([O-])=O.[Na+].[Na+] (sodium carbonate), BrC1=C(N=C(S1)C(=O)OCC)C1=CC(=CC=C1)Cl (Ethyl 5-bromo-4-(3-chlorophenyl)-1,3-thiazole-2-carboxylate), C(#N)C=1C=C(C=C(C1)F)B(O)O ((3-Cyano-5-fluorophenyl)boronic acid), [Cl-].[NH4+] (ammonium chloride). The reactants are OC(CBr)C(F)(F)F, O=C([O-])[O-], CNc1ccc(Cl)cc1C(=O)N(CCc1cccc(C(F)(F)F)c1)Cc1ccc(O)cc1, [K+], [K+], CN(C)C=O, O. The product is CNc1ccc(Cl)cc1C(=O)N(CCc1cccc(C(F)(F)F)c1)Cc1ccc(OCC(O)C(F)(F)F)cc1. RXN SMILES: [Br:33][CH2:34][CH:35]([C:36]([F:37])([F:38])[F:39])[OH:40].[C:41](=[O:42])([O-:43])[O-:44].[Cl:1][c:2]1[cH:3][cH:4][c:5]([NH:31][CH3:32])[c:6]([C:7](=[O:8])[N:9]([CH2:10][CH2:11][c:12]2[cH:13][c:14]([C:18]([F:19])([F:20])[F:21])[cH:15][cH:16][cH:17]2)[CH2:22][c:23]2[cH:24][cH:25][c:26]([OH:29])[cH:27][cH:28]2)[cH:30]1.[K+:45].[K+:46].[O:47]=[CH:48][N:49]([CH3:50])[CH3:51].[OH2:52]>>[Cl:1][c:2]1[cH:3][cH:4][c:5]([NH:31][CH3:32])[c:6]([C:7](=[O:8])[N:9]([CH2:10][CH2:11][c:12]2[cH:13][c:14]([C:18]([F:19])([F:20])[F:21])[cH:15][cH:16][cH:17]2)[CH2:22][c:23]2[cH:24][cH:25][c:26]([O:29][CH2:34][CH:35]([C:36]([F:37])([F:38])[F:39])[OH:40])[cH:27][cH:28]2)[cH:30]1. Starting materials: C(C)N(C(C)C)C(C)C (N-ethyldiisopropylamine), BrCC(C(=O)OCC)=O (ethyl bromopyruvate), NC1=NC2=C(C(=NC1)C1=NC=CC=C1)C=C(C=C2)Br (2-amino-7-bromo-5-(2-pyridyl)-3H-1,4-benzodiazepine), C(C)N(C(C)C)C(C)C (N-ethyldiisopropylamine), BrCC(C(=O)OCC)=O (ethyl bromopyruvate), C(C)OCC (diethyl ether). Run in O1CCCC1 (tetrahydrofuran). Reaction conditions: temperature 65 celsius, time 20 minute. Yields the product Br.C(C)N(C(C)C)C(C)C (N-ethyldiisopropylamine hydrobromide). Reaction SMILES: NC1CN=C(C2C=CC=CN=2)C2C=C([Br:19])C=CC=2N=1.[CH2:20]([N:22]([CH:26]([CH3:28])[CH3:27])[CH:23]([CH3:25])[CH3:24])[CH3:21].BrCC(=O)C(OCC)=O.C(OCC)C>O1CCCC1>[BrH:19].[CH2:20]([N:22]([CH:26]([CH3:28])[CH3:27])[CH:23]([CH3:25])[CH3:24])[CH3:21] |f:5.6|. Procedure: A suspension of 52 g of 2-amino-7-bromo-5-(2-pyridyl)-3H-1,4-benzodiazepine in 1.5 l of tetrahydrofuran was treated in succession with 58 ml of N-ethyldiisopropylamine and 44 ml of ethyl bromopyruvate and the mixture was stirred at 65° C. for 20 min. Then, a further 5.8 ml of N-ethyldiisopropylamine and 44 ml of ethyl bromopyruvate were added and the mixture was stirred at 65° C. for a further 20 min. After cooling in an ice bath 0.5 l of diethyl ether was added and the crystals were filtered of... Reactants: ice hydrochloric acid, Cl.ClC1=C(C(CN)=O)C=CC=C1Cl (2,3-dichlorophenacylamine hydrochloride), CN(C=CC#N)C (3-dimethylaminoacrylonitrile), CC[O-].[Na+] (sodium ethylate), [Na] (sodium), resultant mixture. Solvent: C(C)O (ethanol), C(C)O (ethanol). Conditions: time 10 minute. Yields the product ClC1=C(C=CC=C1Cl)C=1C(=CNC1)C#N (4-(2,3-dichlorophenyl)-3-cyanopyrrole). RXN SMILES: Cl.[Cl:2][C:3]1[C:12]([Cl:13])=[CH:11][CH:10]=[CH:9][C:4]=1[C:5](=O)[CH2:6][NH2:7].C[N:15](C)[CH:16]=[CH:17][C:18]#N.CC[O-].[Na+].[Na]>C(O)C>[Cl:2][C:3]1[C:12]([Cl:13])=[CH:11][CH:10]=[CH:9][C:4]=1[C:5]1[C:17]([C:16]#[N:15])=[CH:18][NH:7][CH:6]=1 |f:0.1,3.4,^1:24|. Procedure details: 20.0 g of 2,3-dichlorophenacylamine hydrochloride and 10.0 g of 3-dimethylaminoacrylonitrile are heated for 1 hour under reflux in 300 ml of ethanol. Then an ethanolic solution of sodium ethylate, prepared from 2.1 g of sodium and 30 ml of ethanol, is rapidly added dropwise and the reaction mixture is stirred for another 10 minutes under reflux. The reaction mixture is cooled to room temperature and then poured into ice/hydrochloric acid and the resultant mixture is stirred for 11/2 hours. The p... Reactants: C1(=CC=CC=C1)S(=O)(=O)N1C=C(C=2C1=NC=C(C2)Cl)CC=2C=CC(=NC2)NCC=2C=NC=C(C2)F ([5-(1-benzenesulfonyl-5-chloro-1H-pyrrolo[2,3-b]pyridin-3-ylmethyl)-pyridin-2-yl]-(5-fluoro-pyridin-3-ylmethyl)-amine), [F-].C(CCC)[N+](CCCC)(CCCC)CCCC (tetrabutylammonium fluoride), trihydrate, O (water). The solvent is O1CCCC1 (tetrahydrofuran). Reaction conditions: time 8 hour. Product: ClC=1C=C2C(=NC1)NC=C2CC=2C=CC(=NC2)NCC=2C=NC=C(C2)F ([5-(5-chloro-1H-pyrrolo[2,3-b]pyridin-3-ylmethyl)-pyridin-2-yl]-(5-fluoro-pyridin-3-ylmethyl)-amine). The yield is 30.6%. Reaction SMILES: C1(S([N:10]2[C:14]3=[N:15][CH:16]=[C:17]([Cl:19])[CH:18]=[C:13]3[C:12]([CH2:20][C:21]3[CH:22]=[CH:23][C:24]([NH:27][CH2:28][C:29]4[CH:30]=[N:31][CH:32]=[C:33]([F:35])[CH:34]=4)=[N:25][CH:26]=3)=[CH:11]2)(=O)=O)C=CC=CC=1.[F-].C([N+](CCCC)(CCCC)CCCC)CCC.O>O1CCCC1>[Cl:19][C:17]1[CH:18]=[C:13]2[C:12]([CH2:20][C:21]3[CH:22]=[CH:23][C:24]([NH:27][CH2:28][C:29]4[CH:30]=[N:31][CH:32]=[C:33]([F:35])[CH:34]=4)=[N:25][CH:26]=3)=[CH:11][NH:10][C:14]2=[N:15][CH:16]=1 |f:1.2|. Procedure: To [5-(1-benzenesulfonyl-5-chloro-1H-pyrrolo[2,3-b]pyridin-3-ylmethyl)-pyridin-2-yl]-(5-fluoro-pyridin-3-ylmethyl)-amine (601, 0.060 g, 0.12 mmol) in tetrahydrofuran (10.0 mL) was added tetrabutylammonium fluoride, trihydrate (0.11 g, 0.35 mmol). The reaction was stirred at room temperature overnight, then poured into water and extracted with ethyl acetate. The organic layer was dried over anhydrous sodium sulfate and filtered. The filtrate was concentrated and purified by silica gel column chro... The reactants are C1(=CC=CC=C1)[C@H](C)NC1=NC=CC(=N1)N1C=NC2=C1C=CC(=C2)I (2-[(S)-1-Phenylethylamino]-4-[5-iodobenzimidazol-1-yl]pyrimidine), C(=O)([O-])[O-].[K+].[K+] (K2CO3), S1C=C(C=C1)B(O)O (3-thiopheneboronic acid), C(C)(=O)OCC (ethyl acetate). The reagents and catalysts are Cl[Pd]([P](C1=CC=CC=C1)(C2=CC=CC=C2)C3=CC=CC=C3)([P](C4=CC=CC=C4)(C5=CC=CC=C5)C6=CC=CC=C6)Cl (Pd(PPh3)2Cl2). Solvent: C1(=CC=CC=C1)OC (anisole). Run at temperature 100 celsius, time 8 hour. Product: C1(=CC=CC=C1)[C@H](C)NC1=NC=CC(=N1)N1C=NC2=C1C=CC(=C2)C(=O)C2=CSC=C2 (2-[(S)-1-Phenylethylamino]-4-[5-(thiophen-3-yl-carbonyl)-benzimidazol-1-yl]pyrimidine). The yield is 10.8%. Reaction SMILES: [C:1]1([C@@H:7]([NH:9][C:10]2[N:15]=[C:14]([N:16]3[C:20]4[CH:21]=[CH:22][C:23](I)=[CH:24][C:19]=4[N:18]=[CH:17]3)[CH:13]=[CH:12][N:11]=2)[CH3:8])[CH:6]=[CH:5][CH:4]=[CH:3][CH:2]=1.[C:26]([O-:29])([O-])=O.[K+].[K+].[S:32]1[CH:36]=[CH:35][C:34](B(O)O)=[CH:33]1.C(OCC)(=O)C>C1(OC)C=CC=CC=1.Cl[Pd](Cl)([P](C1C=CC=CC=1)(C1C=CC=CC=1)C1C=CC=CC=1)[P](C1C=CC=CC=1)(C1C=CC=CC=1)C1C=CC=CC=1>[C:1]1([C@@H:7]([NH:9][C:10]2[N:15]=[C:14]([N:16]3[C:20]4[CH:21]=[CH:22][C:23]([C:26]([C:34]5[CH:35]=[CH:36][S:32][CH:33]=5)=[O:29])=[CH:24][C:19]=4[N:18]=[CH:17]3)[CH:13]=[CH:12][N:11]=2)[CH3:8])[CH:6]=[CH:5][CH:4]=[CH:3][CH:2]=1 |f:1.2.3,^1:56,75|. Procedure: A mixture of 2-[(S)-1-phenylethylamino]-4-[5-iodobenzimidazol-1-yl]pyrimidine (EXAMPLE 271) (66 mg), K2CO3 (103 mg), 3-thiopheneboronic acid (58 mg) and Pd(PPh3)2Cl2 (1 mg) in anisole (6 mL) was stirred overnight at 100° C. under 1 Atm CO. The reaction mixture was poured into a separatory funnel containing 100 mL ethyl acetate and was washed with water and brine. The organic extracts were combined, dried over anhydrous MgSO4, filtered and concentrated. The product was purified by silica gel chro...